This data is from the Open Reaction Database (ORD), a public repository of structured organic reaction records. The task is: describe an organic reaction: reactants, conditions, products, and yield The reactants are Cl, Cl, [H][H], NCC(=O)CCC(=O)O, N, [Na], O, O=P(O)(O)O. Yields the product NCC(=O)CCC(=O)O, O=P(O)(O)O. As a reaction SMILES: [ClH:4].[ClH:5].[H:2][H:3].[NH2:6][CH2:7][C:8]([CH2:9][CH2:10][C:11](=[O:12])[OH:13])=[O:14].[NH3:15].[Na:1].[OH2:21].[P:16]([OH:17])([OH:18])([OH:19])=[O:20]>>[NH2:6][CH2:7][C:8]([CH2:9][CH2:10][C:11](=[O:12])[OH:13])=[O:14].[P:16](=[O:17])([OH:18])([OH:19])[OH:20].